Dataset: the Open Reaction Database (ORD), a public repository of structured organic reaction records. Task: describe an organic reaction: reactants, conditions, products, and yield The reactants are Cl, N#Cc1ccccc1F, Nc1cc(C(F)(F)F)ccc1S, CN(C)C=O. Yields the product N#Cc1ccccc1Sc1ccc(C(F)(F)F)cc1N. As a reaction SMILES: [ClH:1].[F:14][c:15]1[c:16]([C:17]#[N:18])[cH:19][cH:20][cH:21][cH:22]1.[F:2][C:3]([c:4]1[cH:5][c:6]([NH2:11])[c:7]([SH:10])[cH:8][cH:9]1)([F:12])[F:13].[O:23]=[CH:24][N:25]([CH3:26])[CH3:27]>>[F:2][C:3]([c:4]1[cH:5][c:6]([NH2:11])[c:7]([S:10][c:15]2[c:16]([C:17]#[N:18])[cH:19][cH:20][cH:21][cH:22]2)[cH:8][cH:9]1)([F:12])[F:13].